From a dataset of the Open Reaction Database (ORD), a public repository of structured organic reaction records. describe an organic reaction: reactants, conditions, products, and yield The reactants are ClC(Cl)(Cl)Cl, C#Cc1cc(N)ccc1F, Cc1cc2c(=O)[nH]cnc2cn1, ClCCCl, c1ccc(P(c2ccccc2)c2ccccc2)cc1. The product is C#Cc1cc(Nc2ncnc3cnc(C)cc23)ccc1F. RXN SMILES: [C:32]([Cl:33])([Cl:34])([Cl:35])[Cl:36].[C:37](#[CH:38])[c:39]1[cH:40][c:41]([NH2:42])[cH:43][cH:44][c:45]1[F:46].[CH3:1][c:2]1[cH:3][c:4]2[c:5]([n:6][cH:7][nH:8][c:9]2=[O:10])[cH:11][n:12]1.[Cl:47][CH2:48][CH2:49][Cl:50].[c:13]1([P:14]([c:15]2[cH:16][cH:17][cH:18][cH:19][cH:20]2)[c:21]2[cH:22][cH:23][cH:24][cH:25][cH:26]2)[cH:27][cH:28][cH:29][cH:30][cH:31]1>>[CH3:1][c:2]1[cH:3][c:4]2[c:5]([n:6][cH:7][n:8][c:9]2[NH:42][c:41]2[cH:40][c:39]([C:37]#[CH:38])[c:45]([F:46])[cH:44][cH:43]2)[cH:11][n:12]1. Reactants: [Na+].[Cl-] (NaCl), C(C1=CC=CC=C1)N1C[C@H](CC1)O ((S)-1-Benzyl-3-pyrrolidinol), C=1(C(=CC=CC1)S(=O)(=O)Cl)C (toluenesulfonyl chloride), aqueous solution, [OH-].[Na+] (NaOH). Solvent: C1(=CC=CC=C1)C (toluene), O (Water). The product is C=1(C(=CC=CC1)S(=O)(=O)O[C@@H]1CN(CC1)CC1=CC=CC=C1)C ((S)-1-benzyl-3-pyrrolidinol toluenesulfonate). RXN SMILES: [CH2:1]([N:8]1[CH2:12][CH2:11][C@H:10]([OH:13])[CH2:9]1)[C:2]1[CH:7]=[CH:6][CH:5]=[CH:4][CH:3]=1.[OH-].[Na+].[C:16]1([CH3:26])[C:17]([S:22](Cl)(=[O:24])=[O:23])=[CH:18][CH:19]=[CH:20][CH:21]=1.[Na+].[Cl-]>O.C1(C)C=CC=CC=1>[C:16]1([CH3:26])[C:17]([S:22]([O:13][C@H:10]2[CH2:11][CH2:12][N:8]([CH2:1][C:2]3[CH:3]=[CH:4][CH:5]=[CH:6][CH:7]=3)[CH2:9]2)(=[O:24])=[O:23])=[CH:18][CH:19]=[CH:20][CH:21]=1 |f:1.2,4.5|. Procedure details: (S)-1-Benzyl-3-pyrrolidinol (44.32 g), 132.88 g of toluene and 166.95 g of a 30% aqueous solution of NaOH were respectively weighed and placed in a 500-mL four-necked flask. While the mixture was stirred, the flask inside temperature was lowered to 6.0° C. Then, 104.94 g of toluenesulfonyl chloride was added in divided portions at an interval of about 5 g/10 minutes over 3 hours and 10 minutes at a flask inside temperature of 5 to 10° C. Water (37 mL) was added to dissolve the NaCl which had pre... Starting materials: O=C([O-])[O-], CC(C)=O, CCOC(C)=O, COCCl, [K+], [K+], O, Cc1ccc(O)c(C(=O)Nc2cc(-c3ccccc3)ccc2C(=O)OC(C)(C)C)c1. Yields the product COCOc1ccc(C)cc1C(=O)Nc1cc(-c2ccccc2)ccc1C(=O)OC(C)(C)C. Reaction SMILES: [C:1](=[O:2])([O-:3])[O-:4].[CH3:11][C:12](=[O:13])[CH3:14].[CH3:45][CH2:46][O:47][C:48](=[O:49])[CH3:50].[CH3:7][O:8][CH2:9][Cl:10].[K+:5].[K+:6].[OH2:51].[OH:15][c:16]1[c:17]([C:18](=[O:19])[NH:20][c:21]2[c:22]([C:23](=[O:24])[O:25][C:26]([CH3:27])([CH3:28])[CH3:29])[cH:30][cH:31][c:32](-[c:34]3[cH:35][cH:36][cH:37][cH:38][cH:39]3)[cH:33]2)[cH:40][c:41]([CH3:44])[cH:42][cH:43]1>>[CH3:7][O:8][CH2:9][O:15][c:16]1[c:17]([C:18](=[O:19])[NH:20][c:21]2[c:22]([C:23](=[O:24])[O:25][C:26]([CH3:27])([CH3:28])[CH3:29])[cH:30][cH:31][c:32](-[c:34]3[cH:35][cH:36][cH:37][cH:38][cH:39]3)[cH:33]2)[cH:40][c:41]([CH3:44])[cH:42][cH:43]1. Reactants: Cl.COC(CC(N)C1=CC2=CC=CC=C2C=C1)=O (β-(2-naphthyl)-β-alanine methyl ester, hydrochloride), C(C)(=O)SCC(C(=O)O)CC1=CC=CC=C1 (2-acetylthiomethyl-3-phenylpropanoic acid), C(CCl)Cl (EDC), C=1C=CC2=C(C1)N=NN2O (HOBT). Reaction SMILES: Cl.[CH3:2][O:3][C:4](=[O:18])[CH2:5][CH:6]([C:8]1[CH:17]=[CH:16][C:15]2[C:10](=[CH:11][CH:12]=[CH:13][CH:14]=2)[CH:9]=1)[NH2:7].[C:19]([S:22][CH2:23][CH:24]([CH2:28][C:29]1[CH:34]=[CH:33][CH:32]=[CH:31][CH:30]=1)[C:25](O)=[O:26])(=[O:21])[CH3:20].C(Cl)CCl.C1C=CC2N(O)N=NC=2C=1>CN(C=O)C.C(N(CC)CC)C>[CH3:2][O:3][C:4](=[O:18])[CH2:5][CH:6]([C:8]1[CH:17]=[CH:16][C:15]2[C:10](=[CH:11][CH:12]=[CH:13][CH:14]=2)[CH:9]=1)[NH:7][C:25](=[O:26])[CH:24]([CH2:23][S:22][C:19](=[O:21])[CH3:20])[CH2:28][C:29]1[CH:34]=[CH:33][CH:32]=[CH:31][CH:30]=1 |f:0.1|. The solvent is CN(C)C=O (DMF), C(C)N(CC)CC (triethylamine). Reported procedure: Mix equimolar parts of β-(2-naphthyl)-β-alanine methyl ester, hydrochloride and 2-acetylthiomethyl-3-phenylpropanoic acid with 1.2 equivalents each of EDC, triethylamine and HOBT in DMF and stir overnight. Evaporate the solvent, partition between EtOAc and water, and concentrate the organic layer. Separate on silica using ether/hexane and crystallize from acetone/hexane to obtain the title compound, m.p. 133°-135° C. Run at time 8 hour. The product is COC(CC(NC(C(CC1=CC=CC=C1)CSC(C)=O)=O)C1=CC2=CC=CC=C2C=C1)=O (N-(2-ACETYLTHIOMETHYL-3-PHENYLPROPANOYL)-β-(2-NAPHTHYL)-β-ALANINE METHYL ESTER). Starting materials: C(C)C1C(C(C/C(=C/C=C/C(C(OC(/C(=C/C(=C/C(C1O)C)/C)/OC)=O)C(C)C(C(\C(\C=C\C(C(\C=C\C)O)C)=N/OCC(=O)O)C)O)OC)/C)C)O (((Z)-((6E,10E)-2-((4E,6E,14E,16Z)-11-Ethyl-10,12-dihydroxy-3,17-dimethoxy-7,9,13,15-tetramethyl-18-oxooxacyclooctadeca-4,6,14,16-tetraen-2-yl)-3,9-dihydroxy-4,8-dimethyl dodeca-6,10-dien-5-ylidene)aminooxy)acetic acid), C=1C=CC2=C(C1)N=NN2O (HOBt), O (water), N1CCCCC1 (piperidine). Solvent: ClCCl (dichloromethane). Conditions: time 20 minute. Product: OC(C(C)C1C(/C=C/C=C(/CC(C(C(C(C(/C=C(/C=C(/C(O1)=O)\OC)\C)C)O)CC)O)C)\C)OC)C(\C(\C=C\C(C(\C=C\C)O)C)=N/OCC(N1CCCCC1)=O)C ((3Z,5E,13E,15E)-18-((5Z,6E,10E)-3,9-Dihydroxy-4,8-dimethyl-5-(2-oxo-2-(piperidin-1-yl)ethoxyimino)dodeca-6,10-dien-2-yl)-9-ethyl-8,10-dihydroxy-3,17-dimethoxy-5,7,11,13-tetramethyloxacyclooctadeca-3,5,13,15-tetraen-2-one). Reaction SMILES: [CH2:1]([CH:3]1[CH:20]([OH:21])[CH:19]([CH3:22])[CH:18]=[C:17]([CH3:23])[CH:16]=[C:15]([O:24][CH3:25])[C:14](=[O:26])[O:13][CH:12]([CH:27]([CH:29]([OH:48])[CH:30]([CH3:47])/[C:31](=[N:41]\[O:42][CH2:43][C:44](O)=[O:45])/[CH:32]=[CH:33]/[CH:34]([CH3:40])[CH:35]([OH:39])/[CH:36]=[CH:37]/[CH3:38])[CH3:28])[CH:11]([O:49][CH3:50])[CH:10]=[CH:9][CH:8]=[C:7]([CH3:51])[CH2:6][CH:5]([CH3:52])[CH:4]1[OH:53])[CH3:2].C1C=CC2N(O)N=NC=2C=1.[NH:64]1[CH2:69][CH2:68][CH2:67][CH2:66][CH2:65]1.O>ClCCl>[OH:48][CH:29]([CH:30]([CH3:47])/[C:31](=[N:41]\[O:42][CH2:43][C:44](=[O:45])[N:64]1[CH2:69][CH2:68][CH2:67][CH2:66][CH2:65]1)/[CH:32]=[CH:33]/[CH:34]([CH3:40])[CH:35]([OH:39])/[CH:36]=[CH:37]/[CH3:38])[CH:27]([CH:12]1[O:13][C:14](=[O:26])[C:15]([O:24][CH3:25])=[CH:16][C:17]([CH3:23])=[CH:18][CH:19]([CH3:22])[CH:20]([OH:21])[CH:3]([CH2:1][CH3:2])[CH:4]([OH:53])[CH:5]([CH3:52])[CH2:6][C:7]([CH3:51])=[CH:8][CH:9]=[CH:10][CH:11]1[O:49][CH3:50])[CH3:28]. Procedure details: To a solution of compound of example 10 (10 mg) in dichloromethane (2 mL) dicyclohexylcarbodiimide (3 mg), and HOBt (2 mg) were added. After 20 min, piperidine (1.3 mg) was added. The reaction mixture was stirred for 18 h under nitrogen atmosphere. Cold water was added to the reaction mixture, the organic layer was separated. Reaction mixture was extracted with dichloromethane (3×5 mL). The combined organic layer was washed with water (2×5 mL). The organic layer was dried over sodium sulphate, a... Reactants: C(=O)(OC(C)(C)C)N1CCC(CC1)CCO (N-BOC-2-(piperidin-4-yl)ethanol), C(C(=O)Cl)(=O)Cl (oxalyl chloride), COC(=O)C=P(C1=CC=CC=C1)(C2=CC=CC=C2)C3=CC=CC=C3 (methyl (triphenylphosphoranylidene) acetate), CN1CCOCC1 (N-methyl morpholine). Run in C(Cl)Cl (methylene chloride), CS(=O)C (dimethyl sulfoxide), C(Cl)Cl (methylene chloride). Conditions: temperature -78 celsius, time 3 minute. The product is COC(\C=C\CC1CCN(CC1)C(=O)OC(C)(C)C)=O (methyl4-(N-BOC-piperidin-4-yl)trans-crotonate). As a reaction SMILES: C(Cl)(=O)C(Cl)=O.[C:7]([N:14]1[CH2:19][CH2:18][CH:17]([CH2:20][CH2:21]O)[CH2:16][CH2:15]1)([O:9][C:10]([CH3:13])([CH3:12])[CH3:11])=[O:8].CN1CCOCC1.[CH3:30][O:31][C:32]([CH:34]=P(C1C=CC=CC=1)(C1C=CC=CC=1)C1C=CC=CC=1)=[O:33]>C(Cl)Cl.CS(C)=O>[CH3:30][O:31][C:32](=[O:33])/[CH:34]=[CH:21]/[CH2:20][CH:17]1[CH2:16][CH2:15][N:14]([C:7]([O:9][C:10]([CH3:11])([CH3:12])[CH3:13])=[O:8])[CH2:19][CH2:18]1. Procedure details: A solution of oxalyl chloride (11.8 g) in methylene chloride (180 ml) iscooled to -78° C. and dimethyl sulfoxide (DMSO) (8.9 ml) is added dropwise. The solution is stirred at -78° C. for about 3 minutes and a solution of N-BOC-2-(piperidin-4-yl)ethanol (14.3 g) in methylene chloride (250 ml) is added over a period of about 10 minutes. The solutionis stirred for about 1 hour and N-methyl morpholine (21.6 g) is added over a period of about 15 minutes. The solution is allowed to warm to room temper... Starting materials: [N+](=O)([O-])C1=CC=C(OCC(=O)OC)C=C1 (methyl 4-nitrophenoxyacetate), [H][H] (hydrogen), 10. Reagents/catalysts: [Pd] (palladium-on-charcoal). The solvent is CO (methanol). Product: NC1=CC=C(OCC(=O)OC)C=C1 (Methyl 4-aminophenoxyacetate). Isolated yield 97.6%. As a reaction SMILES: [N+:1]([C:4]1[CH:15]=[CH:14][C:7]([O:8][CH2:9][C:10]([O:12][CH3:13])=[O:11])=[CH:6][CH:5]=1)([O-])=O.[H][H]>CO.[Pd]>[NH2:1][C:4]1[CH:5]=[CH:6][C:7]([O:8][CH2:9][C:10]([O:12][CH3:13])=[O:11])=[CH:14][CH:15]=1. Procedure: A solution of 30.8 g of methyl 4-nitrophenoxyacetate [prepared as described in step (a) above] in 500 ml of methanol was shaken in an atmosphere of hydrogen and in the presence of 5.0 g of 10 w/w palladium-on-charcoal for 6 hours. At the end of this time, the reaction mixture was filtered and the filtrate was concentrated by evaporation under reduced pressure, to give 25.8 g of the title compound having an Rf value=0.79 (on thin layer chromatography on silica gel; developing solvent: ethyl aceta...